The task is: describe an organic reaction: reactants, conditions, products, and yield. This data is from the Open Reaction Database (ORD), a public repository of structured organic reaction records. Reactants: [Li]CCCC, CCCCc1c(OC)c(OCOC)c(CCCCCc2c(OC)c(OCOC)cc(OC)c2OCOC)c(OC)c1OCOC, CN(C)P(=O)(N(C)C)N(C)C, CN(C)CCN(C)C, CCOC(C)=O, C1CCOC1, Cc1ccccc1. The product is CCCCc1c(OC)c(OCOC)c(CCCCCc2c(OC)c(OCOC)c(O)c(OC)c2OCOC)c(OC)c1OCOC. RXN SMILES: [CH2:65]([Li:66])[CH2:67][CH2:68][CH3:69].[CH3:1][O:2][c:3]1[c:4]([O:42][CH2:43][O:44][CH3:45])[c:5]([CH2:19][CH2:20][CH2:21][CH2:22][CH2:23][c:24]2[c:25]([O:40][CH3:41])[c:26]([O:36][CH2:37][O:38][CH3:39])[cH:27][c:28]([O:34][CH3:35])[c:29]2[O:30][CH2:31][O:32][CH3:33])[c:6]([O:17][CH3:18])[c:7]([O:13][CH2:14][O:15][CH3:16])[c:8]1[CH2:9][CH2:10][CH2:11][CH3:12].[CH3:46][N:47]([CH3:48])[P:49]([N:50]([CH3:51])[CH3:52])([N:53]([CH3:54])[CH3:56])=[O:55].[CH3:57][N:58]([CH2:59][CH2:60][N:61]([CH3:62])[CH3:63])[CH3:64].[CH3:82][CH2:83][O:84][C:85](=[O:86])[CH3:87].[O:70]1[CH2:71][CH2:72][CH2:73][CH2:74]1.[c:75]1([CH3:76])[cH:77][cH:78][cH:79][cH:80][cH:81]1>>[CH3:1][O:2][c:3]1[c:4]([O:42][CH2:43][O:44][CH3:45])[c:5]([CH2:19][CH2:20][CH2:21][CH2:22][CH2:23][c:24]2[c:25]([O:40][CH3:41])[c:26]([O:36][CH2:37][O:38][CH3:39])[c:27]([OH:55])[c:28]([O:34][CH3:35])[c:29]2[O:30][CH2:31][O:32][CH3:33])[c:6]([O:17][CH3:18])[c:7]([O:13][CH2:14][O:15][CH3:16])[c:8]1[CH2:9][CH2:10][CH2:11][CH3:12]. The reactants are CO, Cl, [H][H], CC(=O)COc1ccc([N+](=O)[O-])cc1. Yields the product Cl, CC(=O)COc1ccc(N)cc1. RXN SMILES: [CH3:18][OH:19].[ClH:17].[H:1][H:2].[N+:3]([O-:4])(=[O:5])[c:6]1[cH:7][cH:8][c:9]([O:10][CH2:11][C:12]([CH3:13])=[O:14])[cH:15][cH:16]1>>[ClH:17].[NH2:3][c:6]1[cH:7][cH:8][c:9]([O:10][CH2:11][C:12]([CH3:13])=[O:14])[cH:15][cH:16]1. Reactants: C1CCOC1, CC(=O)O, C[Si](C)(C)[N-][Si](C)(C)C, FC(F)c1nc2ccccc2n1-c1nc(Cl)nc(N2CCOCC2)n1, Nc1cnccn1, [Na+], O. The product is FC(F)c1nc2ccccc2n1-c1nc(Nc2cnccn2)nc(N2CCOCC2)n1. Reaction SMILES: [CH2:43]1[O:44][CH2:45][CH2:46][CH2:47]1.[CH3:48][C:49](=[O:50])[OH:51].[CH3:9][Si:10]([N-:11][Si:12]([CH3:13])([CH3:14])[CH3:15])([CH3:16])[CH3:17].[Cl:18][c:19]1[n:20][c:21](-[n:31]2[c:32]([CH:40]([F:41])[F:42])[n:33][c:34]3[c:35]2[cH:36][cH:37][cH:38][cH:39]3)[n:22][c:23]([N:25]2[CH2:26][CH2:27][O:28][CH2:29][CH2:30]2)[n:24]1.[NH2:1][c:2]1[n:3][cH:4][cH:5][n:6][cH:7]1.[Na+:8].[OH2:52]>>[NH:1]([c:2]1[n:3][cH:4][cH:5][n:6][cH:7]1)[c:19]1[n:20][c:21](-[n:31]2[c:32]([CH:40]([F:41])[F:42])[n:33][c:34]3[c:35]2[cH:36][cH:37][cH:38][cH:39]3)[n:22][c:23]([N:25]2[CH2:26][CH2:27][O:28][CH2:29][CH2:30]2)[n:24]1. Reactants: FC=1C=C(C=CC1C=1C(=NC(=CC1)O[C@H]1CN2C(OC1)=NC(=C2)[N+](=O)[O-])C)N2C(O[C@H](C2)CNC(C)=O)=O ((S,S)—N-(3-{3-Fluoro-4-[2-methyl-6-(2-nitro-6,7-dihydro-5H-imidazo[2,1-b][1,3]oxazin-6-yloxy)-pyridin-3-yl]-phenyl}-2-oxo-oxazolidin-5-ylmethyl)-acetamide), BrC=1C(=NC(=NC1)O[C@H]1CN2C(OC1)=NC(=C2)[N+](=O)[O-])C(F)(F)F (6(S)-(5-bromo-4-trifluoromethyl-pyrimidin-2-yloxy)-2-nitro-6,7-dihydro-5H-imidazo[2,1-b][1,3]oxazine). Product: FC=1C=C(C=CC1C=1C(=NC(=NC1)O[C@H]1CN2C(OC1)=NC(=C2)[N+](=O)[O-])C(F)(F)F)N2C(O[C@H](C2)CNC(C)=O)=O ((S,S)—N-(3-{3-Fluoro-4-[2-(2-nitro-6,7-dihydro-5H-imidazo[2,1-b][1,3]oxazin-6-yloxy)-4-trifluoromethyl-pyrimidin-5-yl]-phenyl}-2-oxo-oxazolidin-5-ylmethyl)-acetamide). Reaction SMILES: [F:1][C:2]1[CH:3]=[C:4]([N:28]2[CH2:32][C@H:31]([CH2:33][NH:34][C:35](=[O:37])[CH3:36])[O:30][C:29]2=[O:38])[CH:5]=[CH:6][C:7]=1C1C(C)=NC(O[C@@H]2COC3=NC([N+]([O-])=O)=CN3C2)=CC=1.Br[C:40]1[C:41]([C:59]([F:62])([F:61])[F:60])=[N:42][C:43]([O:46][C@@H:47]2[CH2:52][O:51][C:50]3=[N:53][C:54]([N+:56]([O-:58])=[O:57])=[CH:55][N:49]3[CH2:48]2)=[N:44][CH:45]=1>>[F:1][C:2]1[CH:3]=[C:4]([N:28]2[CH2:32][C@H:31]([CH2:33][NH:34][C:35](=[O:37])[CH3:36])[O:30][C:29]2=[O:38])[CH:5]=[CH:6][C:7]=1[C:40]1[C:41]([C:59]([F:62])([F:61])[F:60])=[N:42][C:43]([O:46][C@@H:47]2[CH2:52][O:51][C:50]3=[N:53][C:54]([N+:56]([O-:58])=[O:57])=[CH:55][N:49]3[CH2:48]2)=[N:44][CH:45]=1. Reported procedure: (S,S)—N-(3-{3-Fluoro-4-[2-methyl-6-(2-nitro-6,7-dihydro-5H-imidazo[2,1-b][1,3]oxazin-6-yloxy)-pyridin-3-yl]-phenyl}-2-oxo-oxazolidin-5-ylmethyl)-acetamide. The title compound was prepared by following the same procedure as described in the preparation of Example 7, except 6(S)-(5-bromo-4-trifluoromethyl-pyrimidin-2-yloxy)-2-nitro-6,7-dihydro-5H-imidazo[2,1-b][1,3]oxazine was used in place of 6(S)-(5-bromo-pyridin-2-yloxy)-2-nitro-6,7-dihydro-5H-imidazo[2,1-b][1,3]oxazine. ESI MS m/z 582.5 (M+H+)... The reactants are FC1=CC=C2C(=C(C(=NC2=C1)C1=NC=CC=C1)C)NCC1=CC=C(C=C1)OC (7-fluoro-N-(4-methoxybenzyl)-3-methyl-2-(pyridin-2-yl)quinolin-4-amine), FC(C(=O)O)(F)F (trifluoroacetic acid). Run in C(Cl)Cl (DCM). Product: FC1=CC=C2C(=C(C(=NC2=C1)C1=NC=CC=C1)C)N (7-fluoro-3-methyl-2-(pyridin-2-yl)quinolin-4-amine). RXN SMILES: [F:1][C:2]1[CH:11]=[C:10]2[C:5]([C:6]([NH:19]CC3C=CC(OC)=CC=3)=[C:7]([CH3:18])[C:8]([C:12]3[CH:17]=[CH:16][CH:15]=[CH:14][N:13]=3)=[N:9]2)=[CH:4][CH:3]=1.FC(F)(F)C(O)=O>C(Cl)Cl>[F:1][C:2]1[CH:11]=[C:10]2[C:5]([C:6]([NH2:19])=[C:7]([CH3:18])[C:8]([C:12]3[CH:17]=[CH:16][CH:15]=[CH:14][N:13]=3)=[N:9]2)=[CH:4][CH:3]=1. Reported procedure: A solution of 7-fluoro-N-(4-methoxybenzyl)-3-methyl-2-(pyridin-2-yl)quinolin-4-amine (0.900 g, 2.410 mmol), trifluoroacetic acid (2.8 mL, 36.2 mmol), and DCM (4 mL) was stirred at 23° C. for 1 hour. Upon completion, the reaction was concd, and the resulting residue was partitioned between EtOAc and 1 N HCl. The aqueous layer was then basified, and the product extracted twice with EtOAc. The combined organics were dried over magnesium sulfate and concd, affording 7-fluoro-3-methyl-2-(pyridin-2-yl... Starting materials: CCCCOC(C)=O, CCCCO, O=C(O)c1ccc(=O)[nH]n1, O=S(=O)(O)O. The product is CCCCOC(=O)c1ccc(=O)[nH]n1. As a reaction SMILES: [C:11]([O:12][CH2:15][CH2:16][CH2:17][CH3:18])(=[O:13])[CH3:14].[CH2:24]([OH:25])[CH2:26][CH2:27][CH3:28].[O:1]=[c:2]1[cH:3][cH:4][c:5]([C:8](=[O:9])[OH:10])[n:6][nH:7]1.[S:19](=[O:20])(=[O:21])([OH:22])[OH:23]>>[O:1]=[c:2]1[cH:3][cH:4][c:5]([C:8](=[O:9])[O:10][CH2:15][CH2:16][CH2:17][CH3:18])[n:6][nH:7]1.